Dataset: the Open Reaction Database (ORD), a public repository of structured organic reaction records. Task: describe an organic reaction: reactants, conditions, products, and yield The reactants are N=1C=NN2C1C=C(C=C2)OC2=C(C=C(C=C2)NC2=NC=NC1=CC=C(C=C21)NC(=S)NC(CO)(C)C)C (1-(4-((4-([1,2,4]triazolo[1,5-a]pyridin-7-yloxy)-3-methylphenyl)amino)quinazolin-6-yl)-3-(1-hydroxy-2-methylpropan-2-yl)thiourea), O (Water). Run in C1CCOC1 (THF). Reaction conditions: time 1 hour. Yields the product N=1C=NN2C1C=C(C=C2)OC2=C(C=C(C=C2)NC2=NC=NC1=CC=C(C=C21)NC=2OCC(N2)(C)C)C (N4-(4-([1,2,4]Triazolo[1,5-a]pyridin-7-yloxy)-3-methylphenyl)-N6-(4,4-dimethyl-4,5-dihydrooxazol-2-yl)quinazoline-4,6-diamine). RXN SMILES: [N:1]1[CH:2]=[N:3][N:4]2[CH:9]=[CH:8][C:7]([O:10][C:11]3[CH:16]=[CH:15][C:14]([NH:17][C:18]4[C:27]5[C:22](=[CH:23][CH:24]=[C:25]([NH:28][C:29]([NH:31][C:32]([CH3:36])([CH3:35])[CH2:33][OH:34])=S)[CH:26]=5)[N:21]=[CH:20][N:19]=4)=[CH:13][C:12]=3[CH3:37])=[CH:6][C:5]=12.O>C1COCC1>[N:1]1[CH:2]=[N:3][N:4]2[CH:9]=[CH:8][C:7]([O:10][C:11]3[CH:16]=[CH:15][C:14]([NH:17][C:18]4[C:27]5[C:22](=[CH:23][CH:24]=[C:25]([NH:28][C:29]6[O:34][CH2:33][C:32]([CH3:36])([CH3:35])[N:31]=6)[CH:26]=5)[N:21]=[CH:20][N:19]=4)=[CH:13][C:12]=3[CH3:37])=[CH:6][C:5]=12. Reported procedure: N4-(4-([1,2,4]Triazolo[1,5-a]pyridin-7-yloxy)-3-methylphenyl)-N6-(4,4-dimethyl-4,5-dihydrooxazol-2-yl)quinazoline-4,6-diamine was synthesized from 1-(4-((4-([1,2,4]triazolo[1,5-a]pyridin-7-yloxy)-3-methylphenyl)amino)quinazolin-6-yl)-3-(1-hydroxy-2-methylpropan-2-yl)thiourea (322 g) in THF (3 L) at 0° C. Water (10 L) was added, and the solution was allowed to stir for 1 hour, at which point the material oiled out. The organics were then extracted into ethyl acetate (3×5000 mL), combined and wash... Reactants: [Al+3], C1CCOC1, CCCCCC(=O)Nc1nnc(C)s1, [H-], [H-], [H-], [H-], [Li+], [Na+], [OH-], O. The product is CCCCCCNc1nnc(C)s1. As a reaction SMILES: [Al+3:16].[CH2:24]1[O:25][CH2:26][CH2:27][CH2:28]1.[CH3:1][c:2]1[n:3][n:4][c:5]([NH:7][C:8]([CH2:9][CH2:10][CH2:11][CH2:12][CH3:13])=[O:14])[s:6]1.[H-:15].[H-:18].[H-:19].[H-:20].[Li+:17].[Na+:23].[OH-:22].[OH2:21]>>[CH3:1][c:2]1[n:3][n:4][c:5]([NH:7][CH2:8][CH2:9][CH2:10][CH2:11][CH2:12][CH3:13])[s:6]1. The reactants are ClC=1C=C(CN)C=CC1Cl (3,4-dichlorobenzylamine), N1CCOCC1 (morpholine), CC1(OC(C(O1)=CC(=O)Cl)=O)C ((2,2-dimethyl-5-oxo-[1,3]dioxolan-4-ylidene)-acetyl chloride). The solvent is C(Cl)Cl (CH2Cl2). Conditions: time 1 hour. The product is ClC=1C=C(CNC(C=C2OC(OC2=O)(C)C)=O)C=CC1Cl (N-(3,4-Dichloro-benzyl)-2-(2,2-dimethyl-5-oxo-[1,3]dioxolan-4-ylidene)-acetamide). Yield: 100.0%. Reaction SMILES: [Cl:1][C:2]1[CH:3]=[C:4]([CH:7]=[CH:8][C:9]=1[Cl:10])[CH2:5][NH2:6].N1CCOCC1.[CH3:17][C:18]1([CH3:28])[O:22][C:21](=[CH:23][C:24](Cl)=[O:25])[C:20](=[O:27])[O:19]1>C(Cl)Cl>[Cl:1][C:2]1[CH:3]=[C:4]([CH:7]=[CH:8][C:9]=1[Cl:10])[CH2:5][NH:6][C:24](=[O:25])[CH:23]=[C:21]1[C:20](=[O:27])[O:19][C:18]([CH3:17])([CH3:28])[O:22]1. Procedure details: To a stirred suspension of 3,4-dichlorobenzylamine (17.6 mg, 0.1 mmol) and resin bound morpholine (100 mg, 2.5–4.0 mmol/1 g) in CH2Cl2 (2 mL) was added (2,2-dimethyl-5-oxo-[1,3]dioxolan-4-ylidene)-acetyl chloride (20 mg, 0.11 mmol) and the mixture stirred for 1 h. The mixture filtered and the filtrate concentrated to give the product as a white solid (33 mg, 100% yield). 1H NMR (500 MHz, CDCl3) δ: 7.39 (2H, m), 7.15 (1H, m), 6.60 (1H, s), 5.89 (1H, s), 4.50 (2H, d, J=6.0 Hz), 1.74 (6H, s). MS ca... Reactants: CC(=O)Cl, CCOC(=O)Cc1c(C(F)(F)F)[nH]c2ccc(C)cc12, [H-], [Na+], CN(C)C=O. The product is CCOC(=O)Cc1c(C(F)(F)F)n(C(C)=O)c2ccc(C)cc12. As a reaction SMILES: [C:23]([CH3:24])(=[O:25])[Cl:26].[CH2:1]([CH3:2])[O:3][C:4]([CH2:5][c:6]1[c:7]([C:16]([F:17])([F:18])[F:19])[nH:8][c:9]2[cH:10][cH:11][c:12]([CH3:15])[cH:13][c:14]12)=[O:20].[H-:22].[Na+:21].[O:27]=[CH:28][N:29]([CH3:30])[CH3:31]>>[CH2:1]([CH3:2])[O:3][C:4]([CH2:5][c:6]1[c:7]([C:16]([F:17])([F:18])[F:19])[n:8]([C:23]([CH3:24])=[O:25])[c:9]2[cH:10][cH:11][c:12]([CH3:15])[cH:13][c:14]12)=[O:20]. The product is FC1=C(C=CC=C1)C=1C=NC(=NC1)N1C=C(C2=CC=C(C=C12)C(=O)O)S(=O)C (1-(5-(2-Fluorophenyl)pyrimidin-2-yl)-3-(methylsulfinyl)-1H-indole-6-carboxylic acid). Solvent: O (water), C1CCOC1.O (THF water). As a reaction SMILES: O.[OH-].[Li+].[F:4][C:5]1[CH:10]=[CH:9][CH:8]=[CH:7][C:6]=1[C:11]1[CH:12]=[N:13][C:14]([N:17]2[C:25]3[C:20](=[CH:21][CH:22]=[C:23]([C:26]([O:28]C)=[O:27])[CH:24]=3)[C:19]([S:30]([CH3:32])=[O:31])=[CH:18]2)=[N:15][CH:16]=1>O.C1COCC1.O>[F:4][C:5]1[CH:10]=[CH:9][CH:8]=[CH:7][C:6]=1[C:11]1[CH:12]=[N:13][C:14]([N:17]2[C:25]3[C:20](=[CH:21][CH:22]=[C:23]([C:26]([OH:28])=[O:27])[CH:24]=3)[C:19]([S:30]([CH3:32])=[O:31])=[CH:18]2)=[N:15][CH:16]=1 |f:0.1.2,5.6|. Conditions: time 16 hour. Procedure details: Lithium hydroxide monohydrate (0.34 g, 8.05 mmol) in water (2 mL) was added to an ice-cooled suspension of methyl ester 51d) (2.2 g, 5.37 mmol) in THF/water (1:1; 40 mL) and the resulting mixture was stirred at room temperature for 16 h. The solvent was removed under vacuum and the remnant was dissolved in water (20 mL) and washed with ethyl acetate (2×20 mL). The aqueous phase was acidified with sodium hydrogen sulfate and extracted with dichloromethane (2×50 mL). The organic layers were dried ... The reactants are O.[OH-].[Li+] (Lithium hydroxide monohydrate), ice, FC1=C(C=CC=C1)C=1C=NC(=NC1)N1C=C(C2=CC=C(C=C12)C(=O)OC)S(=O)C (Methyl 1-(5-(2-fluorophenyl)pyrimidin-2-yl)-3-(methylsulfinyl)-1H-indole-6-carboxylate). Starting materials: Cl.NO (hydroxylamine hydrochloride), COC(C(N1N=NC2=C1C=C(C=C2)OC2=CC(=C(C(=C2)F)C(F)(F)F)Cl)C)OC (6-[(2-chloro-α,α,α,6-tetrafluoro-p-tolyl) oxy]-α-methyl-1H-benzotriazole-1-acetaldehyde dimethyl acetal), H2 SO4. Solvent: N1=CC=CC=C1 (pyridine), C(C)O (ethanol), O (water), C(C)(=O)O (acetic acid). Conditions: temperature 70 celsius, time 12 hour. Yields the product ClC1=C(C(=CC(=C1)OC=1C=CC2=C(N(N=N2)C(C=NO)C)C1)F)C(F)(F)F (6-[(2-chloro-α,α,α,6-tetrafluoro-p-tolyl)oxy]-α-methyl-1H-benzotriazole-1-acetaldehyde oxime). RXN SMILES: CO[CH:3](OC)[CH:4]([CH3:27])[N:5]1[C:9]2[CH:10]=[C:11]([O:14][C:15]3[CH:20]=[C:19]([F:21])[C:18]([C:22]([F:25])([F:24])[F:23])=[C:17]([Cl:26])[CH:16]=3)[CH:12]=[CH:13][C:8]=2[N:7]=[N:6]1.Cl.[NH2:31][OH:32]>C(O)(=O)C.O.N1C=CC=CC=1.C(O)C>[Cl:26][C:17]1[CH:16]=[C:15]([O:14][C:11]2[CH:12]=[CH:13][C:8]3[N:7]=[N:6][N:5]([CH:4]([CH3:27])[CH:3]=[N:31][OH:32])[C:9]=3[CH:10]=2)[CH:20]=[C:19]([F:21])[C:18]=1[C:22]([F:25])([F:24])[F:23] |f:1.2|. Reported procedure: A solution of 6-[(2-chloro-α,α,α,6-tetrafluoro-p-tolyl) oxy]-α-methyl-1H-benzotriazole-1-acetaldehyde dimethyl acetal (23.0 g, 0.053 mole) in acetic acid is treated with 54 ml of 2.5N H2 SO4 and stirred at 70° C. for 12 hours. A 15 ml portion of the reaction solution is diluted to a total volume of 100 ml with water, the resulting precipitate is separated, washed with water, treated with a solution of hydroxylamine hydrochloride (1.0 g, 0.014 mole) in pyridine and ethanol, heated at 85° C. for s... Reactants: [N+](=O)([O-])C1=CC=C(C(=O)Cl)C=C1 (p-nitrobenzoyl chloride), O(C1=CC=CC=C1)CC(=O)NC=1NC(C=2N=CN([C@H]3C[C@H](O)[C@@H](CO)O3)C2N1)=O (2-N-phenoxyacetyldeoxyguanosine). Solvent: N1=CC=CC=C1 (pyridine). Product: [N+](=O)([O-])C1=CC=C(C(=O)OC[C@@H]2[C@H](C[C@@H](O2)N2C=NC=3C(=O)NC(NC(COC4=CC=CC=C4)=O)=NC23)O)C=C1 (5′-O-p-Nitrobenzoyl-2-N-Phenoxyacetyldeoxyguanosine). Reaction SMILES: [N+:1]([C:4]1[CH:12]=[CH:11][C:7]([C:8](Cl)=[O:9])=[CH:6][CH:5]=1)([O-:3])=[O:2].[O:13]([CH2:20][C:21]([NH:23][C:24]1[NH:25][C:26](=[O:41])[C:27]2[N:28]=[CH:29][N:30]([C:39]=2[N:40]=1)[C@@H:31]1[O:38][C@H:35]([CH2:36][OH:37])[C@@H:33]([OH:34])[CH2:32]1)=[O:22])[C:14]1[CH:19]=[CH:18][CH:17]=[CH:16][CH:15]=1>N1C=CC=CC=1>[N+:1]([C:4]1[CH:12]=[CH:11][C:7]([C:8]([O:37][CH2:36][C@H:35]2[O:38][C@@H:31]([N:30]3[C:39]4[N:40]=[C:24]([NH:23][C:21](=[O:22])[CH2:20][O:13][C:14]5[CH:19]=[CH:18][CH:17]=[CH:16][CH:15]=5)[NH:25][C:26](=[O:41])[C:27]=4[N:28]=[CH:29]3)[CH2:32][C@@H:33]2[OH:34])=[O:9])=[CH:6][CH:5]=1)([O-:3])=[O:2]. Procedure: The synthesis of this product is carried out by reacting 1.1 eq of p-nitrobenzoyl chloride with 2-N-phenoxyacetyldeoxyguanosine for 16 hours in pyridine. After extraction with a dichloromethane/sodium bicarbonate mixture and evaporation to dryness, the product is taken up in chloroform and purified on a silica column (elution 4% methanol). The product is only slightly soluble in organic solvents. RXN SMILES: [C:15]([c:16]1[cH:17][cH:18][cH:19][cH:20][cH:21]1)(=[O:22])[Cl:23].[Cl:2][c:3]1[cH:4][n:5][cH:6][c:7]([N:9]2[CH2:10][CH2:11][NH:12][CH2:13][CH2:14]2)[n:8]1.[ClH:1].[Na+:24].[Na+:25].[O-:26][C:27](=[O:28])[O-:29]>>[Cl:2][c:3]1[cH:4][n:5][cH:6][c:7]([N:9]2[CH2:10][CH2:11][N:12]([C:15]([c:16]3[cH:17][cH:18][cH:19][cH:20][cH:21]3)=[O:22])[CH2:13][CH2:14]2)[n:8]1. Yields the product O=C(c1ccccc1)N1CCN(c2cncc(Cl)n2)CC1. The reactants are O=C(Cl)c1ccccc1, Clc1cncc(N2CCNCC2)n1, Cl, [Na+], [Na+], O=C([O-])[O-]. Starting materials: ice water, [H-].[Na+] (Sodium hydride), C(C=C)Br (allyl bromide), CC(CC)(CCC=C(C)C)O (3,7-dimethyloct-6-en-3-ol). The solvent is CN(C=O)C (dimethylformamide). Reaction conditions: time 1 hour. Yields the product C(C=C)OC(CCC=C(C)C)(CC)C (6-(allyloxy)-2,6-dimethyloct-2-ene). Yield: 786.7%. Reaction SMILES: [H-].[Na+].[CH3:3][C:4]([OH:13])([CH2:7][CH2:8][CH:9]=[C:10]([CH3:12])[CH3:11])[CH2:5][CH3:6].[CH2:14](Br)[CH:15]=[CH2:16]>CN(C)C=O>[CH2:16]([O:13][C:4]([CH3:3])([CH2:5][CH3:6])[CH2:7][CH2:8][CH:9]=[C:10]([CH3:12])[CH3:11])[CH:15]=[CH2:14] |f:0.1|. Procedure: Sodium hydride (60% dispersion in mineral oil, 6.8 g, 170 mmol) and dimethylformamide (100 mL) were added to a three necked 500 mL flask fitted with thermocouple, condenser and addition funnel. To the stirred reaction mixture was added dropwise 3,7-dimethyloct-6-en-3-ol (22 g, 139 mmol) at room temperature. The mixture was stirred for 1 hr, cooled to ice bath temperature then allyl bromide (97% pure by GC RPA, 19 g, 15 mmol) was added dropwise whilst maintaining cooling. After a further 3 hr sti...